Dataset: the Open Reaction Database (ORD), a public repository of structured organic reaction records. Task: describe an organic reaction: reactants, conditions, products, and yield Starting materials: [Si](C)(C)(C(C)(C)C)OCCCC(C)(C)N(C(OC(C)(C)C)=O)C (tert-butyl 5-(tert-butyldimethylsilyloxy)-2-methylpentan-2-yl(methyl)carbamate). Solvent: [F-].C(CCC)[N+](CCCC)(CCCC)CCCC (tetra-n-butyl ammonium fluoride), C1CCOC1 (THF), [NH4+].[Cl-] (NH4Cl). The product is OCCCC(C)(C)N(C(OC(C)(C)C)=O)C (tert-butyl 5-hydroxy-2-methylpentan-2-yl(methyl)carbamate). RXN SMILES: [Si]([O:8][CH2:9][CH2:10][CH2:11][C:12]([N:15]([CH3:23])[C:16](=[O:22])[O:17][C:18]([CH3:21])([CH3:20])[CH3:19])([CH3:14])[CH3:13])(C(C)(C)C)(C)C>[F-].C([N+](CCCC)(CCCC)CCCC)CCC.C1COCC1.[NH4+].[Cl-]>[OH:8][CH2:9][CH2:10][CH2:11][C:12]([N:15]([CH3:23])[C:16](=[O:22])[O:17][C:18]([CH3:21])([CH3:20])[CH3:19])([CH3:14])[CH3:13] |f:1.2,4.5|. Procedure: A solution of 550 mg of 12c in 4 ml of 1M tetra-n-butyl ammonium fluoride in THF was stirred at RT for 1 h. The reaction mixture was diluted with 25 ml of 5% aq. NH4Cl and the product was extracted with ethyl acetate. The organic layer was washed twice with sat. aq. NaCl, dried and concentrated. The crude material was purified by chromatography over silica gel, using a gradient of dichloromethane/ethyl acetate gradient as eluent. This provide 250 mg of 12d as a colorless oil. Rf 0.25 (CH2Cl2-eth... Reactants: O=C1OC2(CN3CCC2CC3)CN1c1ncc(Br)s1, CCCC[Sn](CCCC)(CCCC)c1cccnc1. The product is O=C1OC2(CN3CCC2CC3)CN1c1ncc(-c2cccnc2)s1. As a reaction SMILES: [Br:1][c:2]1[cH:3][n:4][c:5]([N:7]2[C:8](=[O:19])[O:9][C:10]3([CH2:11][N:12]4[CH2:13][CH2:14][CH:15]3[CH2:16][CH2:17]4)[CH2:18]2)[s:6]1.[CH2:20]([Sn:21]([CH2:22][CH2:23][CH2:24][CH3:31])([c:25]1[cH:26][n:27][cH:28][cH:29][cH:30]1)[CH2:32][CH2:33][CH2:34][CH3:35])[CH2:36][CH2:37][CH3:38]>>[c:2]1(-[c:25]2[cH:26][n:27][cH:28][cH:29][cH:30]2)[cH:3][n:4][c:5]([N:7]2[C:8](=[O:19])[O:9][C:10]3([CH2:11][N:12]4[CH2:13][CH2:14][CH:15]3[CH2:16][CH2:17]4)[CH2:18]2)[s:6]1. Reactants: CN=C=O, CCOC(C)=O, Cl[Cu], Oc1ccc2c(NCCN3CCOCC3)noc2c1. Yields the product CNC(=O)Oc1ccc2c(NCCN3CCOCC3)noc2c1. RXN SMILES: [CH3:20][N:21]=[C:22]=[O:23].[CH3:24][CH2:25][O:26][C:27]([CH3:28])=[O:29].[Cu:30][Cl:31].[O:1]1[CH2:2][CH2:3][N:4]([CH2:7][CH2:8][NH:9][c:10]2[n:11][o:12][c:13]3[c:14]2[cH:15][cH:16][c:17]([OH:19])[cH:18]3)[CH2:5][CH2:6]1>>[O:1]1[CH2:2][CH2:3][N:4]([CH2:7][CH2:8][NH:9][c:10]2[n:11][o:12][c:13]3[c:14]2[cH:15][cH:16][c:17]([O:19][C:22]([NH:21][CH3:20])=[O:23])[cH:18]3)[CH2:5][CH2:6]1. Starting materials: BrC1=C(N)C=CC(=C1)OC(F)(F)F (2-bromo-4-trifluoromethoxyaniline), SC=1SC2=C(N1)C=CC(=C2)OC(F)(F)F (2-mercapto-6-trifluoromethoxy-1,3-benzothiazole), ClC=1SC2=C(N1)C=C(C=C2)Cl (2,5-dichloro-1,3-benzothiazole). Run at temperature 150 celsius. The product is ClC=1SC2=C(N1)C=CC(=C2)OC(F)(F)F (2-Chloro-6-trifluoromethoxy-1,3-benzothiazole). Reaction SMILES: Br[C:2]1[CH:8]=[C:7]([O:9][C:10]([F:13])([F:12])[F:11])[CH:6]=[CH:5][C:3]=1[NH2:4].SC1SC2C=C(OC(F)(F)F)C=CC=2N=1.[Cl:29][C:30]1[S:31]C2C=CC(Cl)=CC=2N=1>>[Cl:29][C:30]1[S:31][C:2]2[CH:8]=[C:7]([O:9][C:10]([F:13])([F:12])[F:11])[CH:6]=[CH:5][C:3]=2[N:4]=1. Procedure details: The title compound was prepared from 2-bromo-4-trifluoromethoxyaniline via 2-mercapto-6-trifluoromethoxy-1,3-benzothiazole as described for 2,5-dichloro-1,3-benzothiazole except that in the first step the reaction mixture was heated to 150° C. for 16 h. The reactants are CC(C)C[AlH]CC(C)C, COC(=O)c1ccc(OC)c2nc(C3CC3)[nH]c12, ClCCl, [Na+], C1CCOC1, [OH-], O. The product is COc1ccc(CO)c2[nH]c(C3CC3)nc12. RXN SMILES: [CH3:19][CH:20]([CH2:21][AlH:22][CH2:23][CH:24]([CH3:25])[CH3:26])[CH3:27].[CH:1]1([c:4]2[nH:5][c:6]3[c:7]([n:8]2)[c:9]([O:17][CH3:18])[cH:10][cH:11][c:12]3[C:13](=[O:14])[O:15][CH3:16])[CH2:2][CH2:3]1.[Cl:36][CH2:37][Cl:38].[Na+:30].[O:31]1[CH2:32][CH2:33][CH2:34][CH2:35]1.[OH-:29].[OH2:28]>>[CH:1]1([c:4]2[nH:5][c:6]3[c:7]([n:8]2)[c:9]([O:17][CH3:18])[cH:10][cH:11][c:12]3[CH2:13][OH:14])[CH2:2][CH2:3]1. The reactants are CCCCO, Nc1cc(C(=O)O)cc(S(N)(=O)=O)c1Nc1ccccc1, O, O=S(=O)(O)O. Product: CCCCNc1cc(C(=O)O)cc(S(N)(=O)=O)c1Nc1ccccc1. Reaction SMILES: [CH2:22]([CH2:23][CH2:24][CH3:25])[OH:26].[NH2:1][c:2]1[cH:3][c:4]([C:5](=[O:6])[OH:7])[cH:8][c:9]([S:18]([NH2:19])(=[O:20])=[O:21])[c:10]1[NH:11][c:12]1[cH:13][cH:14][cH:15][cH:16][cH:17]1.[OH2:32].[S:27](=[O:28])(=[O:29])([OH:30])[OH:31]>>[NH:1]([c:2]1[cH:3][c:4]([C:5](=[O:6])[OH:7])[cH:8][c:9]([S:18]([NH2:19])(=[O:20])=[O:21])[c:10]1[NH:11][c:12]1[cH:13][cH:14][cH:15][cH:16][cH:17]1)[CH2:22][CH2:23][CH2:24][CH3:25]. The reactants are O=C([O-])[O-], CCOC(=O)c1cn(Cc2ccccc2)nc1O, CN(C)C=O, Cc1oc(-c2ccccc2)nc1COc1cccc(CCl)c1, [K+], [K+], O. Product: CCOC(=O)c1cn(Cc2ccccc2)nc1OCc1cccc(OCc2nc(-c3ccccc3)oc2C)c1. Reaction SMILES: [C:41](=[O:42])([O-:43])[O-:44].[CH2:23]([c:24]1[cH:25][cH:26][cH:27][cH:28][cH:29]1)[n:30]1[n:31][c:32]([OH:40])[c:33]([C:35](=[O:36])[O:37][CH2:38][CH3:39])[cH:34]1.[CH3:47][N:48]([CH3:49])[CH:50]=[O:51].[Cl:1][CH2:2][c:3]1[cH:4][c:5]([O:6][CH2:7][c:8]2[n:9][c:10](-[c:14]3[cH:15][cH:16][cH:17][cH:18][cH:19]3)[o:11][c:12]2[CH3:13])[cH:20][cH:21][cH:22]1.[K+:45].[K+:46].[OH2:52]>>[CH2:2]([c:3]1[cH:4][c:5]([O:6][CH2:7][c:8]2[n:9][c:10](-[c:14]3[cH:15][cH:16][cH:17][cH:18][cH:19]3)[o:11][c:12]2[CH3:13])[cH:20][cH:21][cH:22]1)[O:40][c:32]1[n:31][n:30]([CH2:23][c:24]2[cH:25][cH:26][cH:27][cH:28][cH:29]2)[cH:34][c:33]1[C:35](=[O:36])[O:37][CH2:38][CH3:39]. The reactants are OC1=CC=C(C=C1)C(CC(=O)OCC)C1=CC=CC=C1 (ethyl 3-(4-hydroxyphenyl)-3-phenylpropanoate), CO\N=C(/COC1=CC=C(C=C1)CO)\C1=CC=CC=C1 ((4-{[(2Z)-2-(methoxyimino)-2-phenylethyl]oxy}phenyl)methanol). The product is CO\N=C(/COC1=CC=C(COC2=CC=C(C=C2)C(CC(=O)O)C2=CC=CC=C2)C=C1)\C1=CC=CC=C1 (3-{4-[(4-{[(2Z)-2-(Methoxyimino)-2-phenylethyl]oxy}benzyl)oxy]phenyl}-3-phenylpropanoic acid). Yield: 18.2%. As a reaction SMILES: O[C:2]1[CH:7]=[CH:6][C:5]([CH:8]([C:15]2[CH:20]=[CH:19][CH:18]=[CH:17][CH:16]=2)[CH2:9][C:10]([O:12]CC)=[O:11])=[CH:4][CH:3]=1.[CH3:21][O:22]/[N:23]=[C:24](/[C:35]1[CH:40]=[CH:39][CH:38]=[CH:37][CH:36]=1)\[CH2:25][O:26][C:27]1[CH:32]=[CH:31][C:30]([CH2:33][OH:34])=[CH:29][CH:28]=1>>[CH3:21][O:22]/[N:23]=[C:24](/[C:35]1[CH:40]=[CH:39][CH:38]=[CH:37][CH:36]=1)\[CH2:25][O:26][C:27]1[CH:32]=[CH:31][C:30]([CH2:33][O:34][C:18]2[CH:17]=[CH:16][C:15]([CH:8]([C:5]3[CH:6]=[CH:7][CH:2]=[CH:3][CH:4]=3)[CH2:9][C:10]([OH:12])=[O:11])=[CH:20][CH:19]=2)=[CH:29][CH:28]=1. Reported procedure: Compound 112 was synthesized from ethyl 3-(4-hydroxyphenyl)-3-phenylpropanoate (0.6 g, 2.2 mmol) and (4-{[(2Z)-2-(methoxyimino)-2-phenylethyl]oxy}phenyl)methanol (0.6 g, 2.2 mmol) by following the procedure described in scheme 36. (0.2 g, yield: 18.2%); purity: 98.55%. Reactants: O.Cl.Cl.NC1=C2N=CN(C2=NC=N1)[C@H]1[C@H](O)[C@@H]([C@H](O1)C(=O)O)NC([C@@H](N)CC1=CC=C(C=C1)OC)=O (1-(6-amino-9H-purin-9-yl)-1,3-dideoxy-3-(O-methyl-L-tyrosylamino)-β-D-ribofuranuronic acid dihydrochloride monohydrate). The solvent is [OH-].[Na+] (sodium hydroxide). Conditions: time 8 hour. The product is O.NC1=C2N=CN(C2=NC=N1)[C@H]1[C@H](O)[C@@H]([C@H](O1)C(=O)O)N (1-(6-amino-9H-purin-9-yl)-1,3-dideoxy-3-amino-β-D-ribofuranuronic acid monohydrate). Isolated yield 165.7%. As a reaction SMILES: O.Cl.Cl.[NH2:4][C:5]1[N:13]=[CH:12][N:11]=[C:10]2[C:6]=1[N:7]=[CH:8][N:9]2[C@@H:14]1[O:19][C@H:18]([C:20]([OH:22])=[O:21])[C@@H:17]([NH:23]C(=O)[C@H](CC2C=CC(OC)=CC=2)N)[C@H:15]1[OH:16]>[OH-].[Na+]>[OH2:16].[NH2:4][C:5]1[N:13]=[CH:12][N:11]=[C:10]2[C:6]=1[N:7]=[CH:8][N:9]2[C@@H:14]1[O:19][C@H:18]([C:20]([OH:22])=[O:21])[C@@H:17]([NH2:23])[C@H:15]1[OH:16] |f:0.1.2.3,4.5,6.7|. Procedure: A mixture of 1-(6-amino-9H-purin-9-yl)-1,3-dideoxy-3-(O-methyl-L-tyrosylamino)-β-D-ribofuranuronic acid dihydrochloride monohydrate (5.48 g) prepared in Example 98 in 1N methanolic sodium hydroxide solution (1000 ml) was heated under reflux for 20 hours. The reaction mixture was evaporated and the residue was neutralized with concentrated hydrochloric acid. The aqueous solution was subjected to column chromatography on a non-ionic adsorption resin "HP-20" (trade mark, Mitsubishi Chemical Industr...